The task is: describe an organic reaction: reactants, conditions, products, and yield. This data is from the Open Reaction Database (ORD), a public repository of structured organic reaction records. Reaction SMILES: [CH3:1][C:2]1[CH:7]=[C:6]([C:8]2[N:12]=[C:11]([CH3:13])[O:10][N:9]=2)[CH:5]=[CH:4][C:3]=1[C:14]1[CH:19]=[CH:18][C:17]([C:20](O)=[O:21])=[CH:16][CH:15]=1.[CH:23]([N:26]([CH:39]([CH3:41])[CH3:40])[CH2:27][CH2:28][O:29][C:30]1[CH:31]=[C:32]([CH:34]=[CH:35][C:36]=1[O:37][CH3:38])[NH2:33])([CH3:25])[CH3:24]>>[CH:39]([N:26]([CH:23]([CH3:24])[CH3:25])[CH2:27][CH2:28][O:29][C:30]1[CH:31]=[C:32]([NH:33][C:20]([C:17]2[CH:16]=[CH:15][C:14]([C:3]3[CH:4]=[CH:5][C:6]([C:8]4[N:12]=[C:11]([CH3:13])[O:10][N:9]=4)=[CH:7][C:2]=3[CH3:1])=[CH:19][CH:18]=2)=[O:21])[CH:34]=[CH:35][C:36]=1[O:37][CH3:38])([CH3:41])[CH3:40]. Reported procedure: The title compound was prepared from 2'-methyl-4'-(5-methyl-1,2,4-oxadiazol-3-yl)biphenyl-4-carboxylic acid (EP 0533268 A1) and 3-(2-diisopropylaminoethoxy)-4-methoxyaniline (D4) following a procedure similar to that described in Example 1 (27%) mp 130°-131° C. Yields the product C(C)(C)N(CCOC=1C=C(C=CC1OC)NC(=O)C1=CC=C(C=C1)C1=C(C=C(C=C1)C1=NOC(=N1)C)C)C(C)C (N-[3-(2-Diisopropylaminoethoxy)-4-methoxyphenyl]-2'-methyl-4'-(5-methyl-1,2,4-oxadiazol-3-yl)biphenyl-4-carboxamide). The reactants are CC1=C(C=CC(=C1)C1=NOC(=N1)C)C1=CC=C(C=C1)C(=O)O (2'-methyl-4'-(5-methyl-1,2,4-oxadiazol-3-yl) biphenyl-4-carboxylic acid), C(C)(C)N(CCOC=1C=C(N)C=CC1OC)C(C)C (3-(2-diisopropylaminoethoxy)-4-methoxyaniline), Example 1. Reactants: N1=C(C=CC=C1)NC(=O)C=1N(S(C2=C(C1S(=O)(=O)C1=CC=CC=C1)C=CC=C2)(=O)=O)C (N-(2-pyridyl)-4-(benzenesulfonyl)-2-methyl-2H-1,2-benzothiazine-3-carboxamide 1,1-dioxide), O (water), Cl (hydrochloric acid). Procedure: 2.36 g (0.005 mole) N-(2-pyridyl)-4-(benzenesulfonyl)-2-methyl-2H-1,2-benzothiazine-3-carboxamide 1,1-dioxide was dissolved in 50 ml water containing 1.0 g sodium hydroxide. After it was completely hydrolysed, the solution was neutralized with conc-hydrochloric acid to form precipitates. The obtained precipitates were filtered and recrystalized with methanol and N,N-dimethyl formamide and n-hexane to obtain 1.51 g of the title compound. Yield: 91%. m.p. 198°-201° C. Yields the product N1=C(C=CC=C1)NC(=O)C=1N(S(C2=C(C1O)C=CC=C2)(=O)=O)C (N-(2-pyridyl)-4-hydroxy-2-methyl-2H-1,2-benzothiazine-3-carboxamide 1,1-dioxide). As a reaction SMILES: [N:1]1[CH:6]=[CH:5][CH:4]=[CH:3][C:2]=1[NH:7][C:8]([C:10]1[N:11]([CH3:31])[S:12](=[O:30])(=[O:29])[C:13]2[CH:28]=[CH:27][CH:26]=[CH:25][C:14]=2[C:15]=1S(C1C=CC=CC=1)(=O)=O)=[O:9].Cl.[OH2:33]>>[N:1]1[CH:6]=[CH:5][CH:4]=[CH:3][C:2]=1[NH:7][C:8]([C:10]1[N:11]([CH3:31])[S:12](=[O:30])(=[O:29])[C:13]2[CH:28]=[CH:27][CH:26]=[CH:25][C:14]=2[C:15]=1[OH:33])=[O:9]. Yield: 91.1%. The reactants are O=C(O)c1ccc(Br)nc1, Cc1ccc(N2CCNCC2)c(C)c1. Yields the product Cc1ccc(N2CCN(C(=O)c3ccc(Br)nc3)CC2)c(C)c1. Reaction SMILES: [Br:1][c:2]1[n:3][cH:4][c:5]([C:6](=[O:7])[OH:8])[cH:9][cH:10]1.[CH3:11][c:12]1[c:13]([N:19]2[CH2:20][CH2:21][NH:22][CH2:23][CH2:24]2)[cH:14][cH:15][c:16]([CH3:18])[cH:17]1>>[Br:1][c:2]1[n:3][cH:4][c:5]([C:6](=[O:8])[N:22]2[CH2:21][CH2:20][N:19]([c:13]3[c:12]([CH3:11])[cH:17][c:16]([CH3:18])[cH:15][cH:14]3)[CH2:24][CH2:23]2)[cH:9][cH:10]1. Reactants: C=O (formaldehyde), COC1=C(C=CC(=C1)C1CCNCC1)NC1=NC=C(C(=N1)CCC1=C(C=CC=C1)CC(=O)N)C(F)(F)F (2-(2-(2-(2-((2-Methoxy-4-(piperidin-4-yl)phenyl)amino)-5-(trifluoromethyl)pyrimidin-4-yl)ethyl)phenyl)acetamide), C(C)(=O)O[BH-](OC(C)=O)OC(C)=O.[Na+] (sodium tris(acetoxy)borohydride). Run in CO (methanol). Run at time 2 hour. Product: COC1=C(C=CC(=C1)C1CCN(CC1)C)NC1=NC=C(C(=N1)CCC1=C(C=CC=C1)CC(=O)N)C(F)(F)F (2-(2-(2-(2-((2-Methoxy-4-(1-methylpiperidin-4-yl)phenyl)amino)-5-(trifluoromethyl)pyrimidin-4-yl)ethyl)phenyl)acetamide). Yield: 95.0%. As a reaction SMILES: [CH3:1][O:2][C:3]1[CH:8]=[C:7]([CH:9]2[CH2:14][CH2:13][NH:12][CH2:11][CH2:10]2)[CH:6]=[CH:5][C:4]=1[NH:15][C:16]1[N:21]=[C:20]([CH2:22][CH2:23][C:24]2[CH:29]=[CH:28][CH:27]=[CH:26][C:25]=2[CH2:30][C:31]([NH2:33])=[O:32])[C:19]([C:34]([F:37])([F:36])[F:35])=[CH:18][N:17]=1.C=O.[C:40](O[BH-](OC(=O)C)OC(=O)C)(=O)C.[Na+]>CO>[CH3:1][O:2][C:3]1[CH:8]=[C:7]([CH:9]2[CH2:14][CH2:13][N:12]([CH3:40])[CH2:11][CH2:10]2)[CH:6]=[CH:5][C:4]=1[NH:15][C:16]1[N:21]=[C:20]([CH2:22][CH2:23][C:24]2[CH:29]=[CH:28][CH:27]=[CH:26][C:25]=2[CH2:30][C:31]([NH2:33])=[O:32])[C:19]([C:34]([F:35])([F:36])[F:37])=[CH:18][N:17]=1 |f:2.3|. Procedure: 2-(2-(2-(2-((2-Methoxy-4-(piperidin-4-yl)phenyl)amino)-5-(trifluoromethyl)pyrimidin-4-yl)ethyl)phenyl)acetamide (2) (2.249 g, 4.38 mmol) was dissolved in methanol (220 mL) and 37% formaldehyde solution (0.483 mL, 17.5 mmol) was added. After five minutes sodium tris(acetoxy)borohydride (4.641 g, 21.9 mmol) was added and stirring continued at room temperature for two hours. The volatiles were evaporated and the residue suspended in 5% aqueous sodium hydroxide (200 mL), The resuiting mixture was ex...